This data is from the Open Reaction Database (ORD), a public repository of structured organic reaction records. The task is: describe an organic reaction: reactants, conditions, products, and yield Starting materials: CC(=O)Nc1cccc2c1CCC(N(C)Cc1ccccc1)C2, CO, Cl, [H][H]. Yields the product CNC1CCc2c(cccc2NC(C)=O)C1, Cl. RXN SMILES: [C:2]([CH3:3])(=[O:4])[NH:5][c:6]1[c:7]2[c:12]([cH:13][cH:14][cH:15]1)[CH2:11][CH:10]([N:16]([CH3:17])[CH2:18][c:19]1[cH:20][cH:21][cH:22][cH:23][cH:24]1)[CH2:9][CH2:8]2.[CH3:27][OH:28].[ClH:1].[H:25][H:26]>>[C:2]([CH3:3])(=[O:4])[NH:5][c:6]1[c:7]2[c:12]([cH:13][cH:14][cH:15]1)[CH2:11][CH:10]([NH:16][CH3:17])[CH2:9][CH2:8]2.[ClH:1]. Reactants: C(C)(C)(C)O[C@H](C(=O)OCC)C1=C(C2=C(N=C(S2)C2=CC(=NC=C2F)Cl)C=C1C)C1=CC=C(C=C1)Cl ((S)-ethyl 2-(tert-butoxy)-2-(2-(2-chloro-5-fluoropyridin-4-yl)-7-(4-chlorophenyl)-5-methylbenzo[d]thiazol-6-yl)acetate), CN1N=CC2=CC(=CC=C12)B(O)O ((1-methyl-1H-indazol-5-yl)boronic acid), C(=O)([O-])[O-].[K+].[K+] (K2CO3). The reagents and catalysts are C=1C=CC(=CC1)[P](C=2C=CC=CC2)(C=3C=CC=CC3)[Pd]([P](C=4C=CC=CC4)(C=5C=CC=CC5)C=6C=CC=CC6)([P](C=7C=CC=CC7)(C=8C=CC=CC8)C=9C=CC=CC9)[P](C=1C=CC=CC1)(C=1C=CC=CC1)C=1C=CC=CC1 (Pd(PPh3)4). Solvent: CCOC(=O)C (EtOAc). Conditions: temperature 120 celsius. The product is C(C)(C)(C)O[C@H](C(=O)OCC)C1=C(C2=C(N=C(S2)C2=CC(=NC=C2F)C=2C=C3C=NN(C3=CC2)C)C=C1C)C1=CC=C(C=C1)Cl ((S)-ethyl 2-(tert-butoxy)-2-(7-(4-chlorophenyl)-2-(5-fluoro-2-(1-methyl-1H-indazol-5-yl)pyridin-4-yl)-5-methylbenzo[d]thiazol-6-yl)acetate). Reaction SMILES: [C:1]([O:5][C@@H:6]([C:12]1[C:28]([CH3:29])=[CH:27][C:15]2[N:16]=[C:17]([C:19]3[C:24]([F:25])=[CH:23][N:22]=[C:21](Cl)[CH:20]=3)[S:18][C:14]=2[C:13]=1[C:30]1[CH:35]=[CH:34][C:33]([Cl:36])=[CH:32][CH:31]=1)[C:7]([O:9][CH2:10][CH3:11])=[O:8])([CH3:4])([CH3:3])[CH3:2].[CH3:37][N:38]1[C:46]2[C:41](=[CH:42][C:43](B(O)O)=[CH:44][CH:45]=2)[CH:40]=[N:39]1.C([O-])([O-])=O.[K+].[K+]>CCOC(C)=O.C1C=CC([P]([Pd]([P](C2C=CC=CC=2)(C2C=CC=CC=2)C2C=CC=CC=2)([P](C2C=CC=CC=2)(C2C=CC=CC=2)C2C=CC=CC=2)[P](C2C=CC=CC=2)(C2C=CC=CC=2)C2C=CC=CC=2)(C2C=CC=CC=2)C2C=CC=CC=2)=CC=1>[C:1]([O:5][C@@H:6]([C:12]1[C:28]([CH3:29])=[CH:27][C:15]2[N:16]=[C:17]([C:19]3[C:24]([F:25])=[CH:23][N:22]=[C:21]([C:43]4[CH:42]=[C:41]5[C:46](=[CH:45][CH:44]=4)[N:38]([CH3:37])[N:39]=[CH:40]5)[CH:20]=3)[S:18][C:14]=2[C:13]=1[C:30]1[CH:35]=[CH:34][C:33]([Cl:36])=[CH:32][CH:31]=1)[C:7]([O:9][CH2:10][CH3:11])=[O:8])([CH3:4])([CH3:2])[CH3:3] |f:2.3.4,^1:65,67,86,105|. Procedure: A microwave vial containing (S)-ethyl 2-(tert-butoxy)-2-(2-(2-chloro-5-fluoropyridin-4-yl)-7-(4-chlorophenyl)-5-methylbenzo[d]thiazol-6-yl)acetate (22 mg, 0.04 mmol) was charged with (1-methyl-1H-indazol-5-yl)boronic acid (19 mg, 0.11 mmol), then Pd(PPh3)4 (9 mg, 0.008 mmol). The vial was flushed with argon, diluted with dioxane (2.0 mL) and to this was added 2M aqueous K2CO3 (0.10 mL, 0.20 mmol). The vial was sealed, heated to 120° C. for 3 hours, and then allowed to cool to room temperature. T... The reactants are C(CCC)SC=1C=C(C(=O)O)C=C(C1Cl)S(N)(=O)=O (3-Butylthio-4-chloro-5-sulfamylbenzoic acid), Cl (hydrogen chloride), C(C)O (ethanol). Product: C(CCC)SC=1C=C(C(=O)OCC)C=C(C1Cl)S(N)(=O)=O (ethyl 3-butylthio-4-chloro-5-sulfamylbenzoate). As a reaction SMILES: [CH2:1]([S:5][C:6]1[CH:7]=[C:8]([CH:12]=[C:13]([S:16](=[O:19])(=[O:18])[NH2:17])[C:14]=1[Cl:15])[C:9]([OH:11])=[O:10])[CH2:2][CH2:3][CH3:4].Cl.[CH2:21](O)[CH3:22]>>[CH2:1]([S:5][C:6]1[CH:7]=[C:8]([CH:12]=[C:13]([S:16](=[O:18])(=[O:19])[NH2:17])[C:14]=1[Cl:15])[C:9]([O:11][CH2:21][CH3:22])=[O:10])[CH2:2][CH2:3][CH3:4]. Procedure: 3-Butylthio-4-chloro-5-sulfamylbenzoic acid (1.8 g) in a saturated solution of hydrogen chloride in ethanol (40 ml) is stirred for 18 hours. The precipitate is collected by filtration and washed with ethanol and petroleum ether to yield ethyl 3-butylthio-4-chloro-5-sulfamylbenzoate with a melting point of 160° - 162°C. Starting materials: C, CO, CCC(=O)NCC=C1CCc2c(F)cc3nn(C)cc3c21, [Pd]. Product: CCC(=O)NCCC1CCc2c(F)cc3nn(C)cc3c21. RXN SMILES: [C:24].[CH3:22][OH:23].[F:1][c:2]1[c:3]2[c:4]([c:5]3[cH:6][n:7]([CH3:11])[n:8][c:9]3[cH:10]1)[C:12](=[CH:15][CH2:16][NH:17][C:18]([CH2:19][CH3:20])=[O:21])[CH2:13][CH2:14]2.[Pd:25]>>[F:1][c:2]1[c:3]2[c:4]([c:5]3[cH:6][n:7]([CH3:11])[n:8][c:9]3[cH:10]1)[CH:12]([CH2:15][CH2:16][NH:17][C:18]([CH2:19][CH3:20])=[O:21])[CH2:13][CH2:14]2.